Dataset: the Open Reaction Database (ORD), a public repository of structured organic reaction records. Task: describe an organic reaction: reactants, conditions, products, and yield Reaction SMILES: [Cl:22][c:23]1[n:24][c:25]([C:30](=[O:31])[OH:32])[nH:26][c:27]1[CH2:28][CH3:29].[Cl:43][CH2:44][Cl:45].[NH2:1][CH:2]1[CH:3]([O:20][CH3:21])[CH2:4][N:5]([c:8]2[cH:9][c:10]([C:11](=[O:12])[O:13][CH3:14])[cH:15][c:16]([O:18][CH3:19])[cH:17]2)[CH2:6][CH2:7]1.[OH:33][n:34]1[c:35]2[c:36]([cH:37][cH:38][cH:39][cH:40]2)[n:41][n:42]1>>[NH:1]([CH:2]1[CH:3]([O:20][CH3:21])[CH2:4][N:5]([c:8]2[cH:9][c:10]([C:11](=[O:12])[O:13][CH3:14])[cH:15][c:16]([O:18][CH3:19])[cH:17]2)[CH2:6][CH2:7]1)[C:30]([c:25]1[n:24][c:23]([Cl:22])[c:27]([CH2:28][CH3:29])[nH:26]1)=[O:31]. The product is CCc1[nH]c(C(=O)NC2CCN(c3cc(OC)cc(C(=O)OC)c3)CC2OC)nc1Cl. The reactants are CCc1[nH]c(C(=O)O)nc1Cl, ClCCl, COC(=O)c1cc(OC)cc(N2CCC(N)C(OC)C2)c1, On1nnc2ccccc21.